From a dataset of the Open Reaction Database (ORD), a public repository of structured organic reaction records. describe an organic reaction: reactants, conditions, products, and yield The reactants are C1(=CC=CC=C1)NC(=O)C1=NC=CC(=C1)N1CC(CC1)O (4-(3-Hydroxypyrrolidin-1-yl)-pyridine-2-carboxylic acid phenylamide), C(C)(C)N(CC)C(C)C (Diisopropylethylamine), Cl (hydrochloric acid), C(Cl)(Cl)Cl (chloroform). The solvent is ClCCl (dichloromethane), CS(=O)C (dimethylsulfoxide), CS(=O)C (DMSO). Run at time 5 minute. Yields the product C1(=CC=CC=C1)NC(=O)C1=NC=CC(=C1)N1CC(CC1)=O (4-(3-Oxopyrrolidin-1-yl)-pyridine-2-carboxylic acid phenylamide). Yield: 50.0%. RXN SMILES: [C:1]1([NH:7][C:8]([C:10]2[CH:15]=[C:14]([N:16]3[CH2:20][CH2:19][CH:18]([OH:21])[CH2:17]3)[CH:13]=[CH:12][N:11]=2)=[O:9])[CH:6]=[CH:5][CH:4]=[CH:3][CH:2]=1.C(N(C(C)C)CC)(C)C.Cl.C(Cl)(Cl)Cl>ClCCl.CS(C)=O>[C:1]1([NH:7][C:8]([C:10]2[CH:15]=[C:14]([N:16]3[CH2:20][CH2:19][C:18](=[O:21])[CH2:17]3)[CH:13]=[CH:12][N:11]=2)=[O:9])[CH:2]=[CH:3][CH:4]=[CH:5][CH:6]=1. Procedure: A solution of 4-(3-Hydroxypyrrolidin-1-yl)-pyridine-2-carboxylic acid phenylamide (259 mg, 0.92 mmol) in dichloromethane (5 mL) and dimethylsulfoxide (2.5 mL) was cooled in an ice bath. Diisopropylethylamine (0.48 mL, 2.8 mmol) was added and stirred for 5 minutes. A solution of sulfur trioxide-pyridine complex (0.44 g, 2.8 mmol) in DMSO (2.5 mL) was added dropwise. The reaction was stirred at 0° C. for 3 hours. To the reaction was added 1 M hydrochloric acid (6 mL) and chloroform. The layers wer... Starting materials: [Si](C1=CC=CC=C1)(C1=CC=CC=C1)(C(C)(C)C)OCC=1C=C(CN2C(=CC3=NC(=CC=C32)Cl)C(=O)OCC3=CC(=CC(=C3)Cl)CO[Si](C3=CC=CC=C3)(C3=CC=CC=C3)C(C)(C)C)C=C(C1)Cl (3-({[tert-butyl(diphenyl)silyl]oxy}methyl)-5-chlorobenzyl 1-[3-({[tert-butyl(diphenyl)silyl]oxy}methyl)-5-chlorobenzyl]-5-chloro-1H-pyrrolo[3,2-b]pyridine-2-carboxylate), N(NC(=O)OC(C)(C)C)C(=O)OC(C)(C)C (di-tert-butyl hydrazine-1,2-dicarboxylate), C(=O)([O-])[O-].[Cs+].[Cs+] (Cs2CO3). Reagents/catalysts: C1(CCCCC1)P(C1=C(C=CC=C1)C1=C(C=C(C=C1C(C)C)C(C)C)C(C)C)C1CCCCC1.NC1=C(C=CC=C1)C1=C(C=CC=C1)[Pd]Cl (dicyclohexyl(2′,4′,6′-triisopropylbiphenyl-2-yl)phosphine (2′-aminobiphenyl-2-yl)(chloro)palladium). Solvent: C1(=CC=CC=C1)C (toluene). Conditions: temperature 110 celsius. The product is [Si](C1=CC=CC=C1)(C1=CC=CC=C1)(C(C)(C)C)OCC=1C=C(CN2C(=CC3=NC(=CC=C32)N(NC(=O)OC(C)(C)C)C(=O)OC(C)(C)C)C(=O)OCC3=CC(=CC(=C3)Cl)CO[Si](C3=CC=CC=C3)(C3=CC=CC=C3)C(C)(C)C)C=C(C1)Cl (Di-tert-butyl 1-[1-[3-({[tert-butyl(diphenyl)silyl]oxy}methyl)-5-chlorobenzyl]-2-({[3-({[tert-butyl(diphenyl)silyl]oxy}methyl)-5-chlorobenzyl]oxy}carbonyl)-1H-pyrrolo[3,2-b]pyridin-5-yl]hydrazine-1,2-dicarboxylate). Reaction SMILES: [Si:1]([O:18][CH2:19][C:20]1[CH:21]=[C:22]([CH:64]=[C:65]([Cl:67])[CH:66]=1)[CH2:23][N:24]1[C:32]2[C:27](=[N:28][C:29](Cl)=[CH:30][CH:31]=2)[CH:26]=[C:25]1[C:34]([O:36][CH2:37][C:38]1[CH:43]=[C:42]([Cl:44])[CH:41]=[C:40]([CH2:45][O:46][Si:47]([C:60]([CH3:63])([CH3:62])[CH3:61])([C:54]2[CH:59]=[CH:58][CH:57]=[CH:56][CH:55]=2)[C:48]2[CH:53]=[CH:52][CH:51]=[CH:50][CH:49]=2)[CH:39]=1)=[O:35])([C:14]([CH3:17])([CH3:16])[CH3:15])([C:8]1[CH:13]=[CH:12][CH:11]=[CH:10][CH:9]=1)[C:2]1[CH:7]=[CH:6][CH:5]=[CH:4][CH:3]=1.[NH:68]([C:77]([O:79][C:80]([CH3:83])([CH3:82])[CH3:81])=[O:78])[NH:69][C:70]([O:72][C:73]([CH3:76])([CH3:75])[CH3:74])=[O:71].C([O-])([O-])=O.[Cs+].[Cs+]>C1(C)C=CC=CC=1.C1(P(C2CCCCC2)C2C=CC=CC=2C2C(C(C)C)=CC(C(C)C)=CC=2C(C)C)CCCCC1.NC1C=CC=CC=1C1C=CC=CC=1[Pd]Cl>[Si:1]([O:18][CH2:19][C:20]1[CH:21]=[C:22]([CH:64]=[C:65]([Cl:67])[CH:66]=1)[CH2:23][N:24]1[C:32]2[C:27](=[N:28][C:29]([N:68]([C:77]([O:79][C:80]([CH3:83])([CH3:82])[CH3:81])=[O:78])[NH:69][C:70]([O:72][C:73]([CH3:74])([CH3:75])[CH3:76])=[O:71])=[CH:30][CH:31]=2)[CH:26]=[C:25]1[C:34]([O:36][CH2:37][C:38]1[CH:43]=[C:42]([Cl:44])[CH:41]=[C:40]([CH2:45][O:46][Si:47]([C:60]([CH3:63])([CH3:61])[CH3:62])([C:48]2[CH:53]=[CH:52][CH:51]=[CH:50][CH:49]=2)[C:54]2[CH:59]=[CH:58][CH:57]=[CH:56][CH:55]=2)[CH:39]=1)=[O:35])([C:14]([CH3:15])([CH3:16])[CH3:17])([C:2]1[CH:3]=[CH:4][CH:5]=[CH:6][CH:7]=1)[C:8]1[CH:9]=[CH:10][CH:11]=[CH:12][CH:13]=1 |f:2.3.4,6.7|. Procedure: A degassed mixture of 3-({[tert-butyl(diphenyl)silyl]oxy}methyl)-5-chlorobenzyl 1-[3-({[tert-butyl(diphenyl)silyl]oxy}methyl)-5-chlorobenzyl]-5-chloro-1H-pyrrolo[3,2-b]pyridine-2-carboxylate (3.11 g, 3.16 mmol, from Step 4), di-tert-butyl hydrazine-1,2-dicarboxylate (0.81 g, 3.5 mmol, Aldrich), dicyclohexyl(2′,4′,6′-triisopropylbiphenyl-2-yl)phosphine-(2′-aminobiphenyl-2-yl)(chloro)palladium (1:1) (0.29 g, 0.37 mmol, Aldrich) and Cs2CO3 (1.1 g, 3.5 mmol) in toluene (36 mL) was sealed and heated ... The reactants are CCc1ccccc1-c1ccccc1OCc1ccc(C(=O)OC)cc1, CCO, [Na+], [OH-]. Reaction SMILES: [CH3:1][CH2:2][c:3]1[c:4](-[c:9]2[c:10]([O:11][CH2:12][c:13]3[cH:14][cH:15][c:16]([C:17](=[O:18])[O:19][CH3:20])[cH:21][cH:22]3)[cH:23][cH:24][cH:25][cH:26]2)[cH:5][cH:6][cH:7][cH:8]1.[CH3:29][CH2:30][OH:31].[Na+:28].[OH-:27]>>[CH3:1][CH2:2][c:3]1[c:4](-[c:9]2[c:10]([O:11][CH2:12][c:13]3[cH:14][cH:15][c:16]([C:17](=[O:18])[OH:19])[cH:21][cH:22]3)[cH:23][cH:24][cH:25][cH:26]2)[cH:5][cH:6][cH:7][cH:8]1. The product is CCc1ccccc1-c1ccccc1OCc1ccc(C(=O)O)cc1. Reactants: [Br-], Nc1cccc(B(O)O)c1, O, O=C1NCCc2c(-c3ccccc3)[nH]c3cccc1c23. The product is Nc1cccc(-c2[nH]c3cccc4c3c2CCNC4=O)c1. Reaction SMILES: [Br-:21].[NH2:23][c:24]1[cH:25][c:26]([B:27]([OH:28])[OH:29])[cH:30][cH:31][cH:32]1.[OH2:22].[c:1]1(-[c:7]2[nH:8][c:9]3[cH:10][cH:11][cH:12][c:13]4[c:14]3[c:15]2[CH2:16][CH2:17][NH:18][C:19]4=[O:20])[cH:2][cH:3][cH:4][cH:5][cH:6]1>>[c:1]1(-[c:7]2[nH:8][c:9]3[cH:10][cH:11][cH:12][c:13]4[c:14]3[c:15]2[CH2:16][CH2:17][NH:18][C:19]4=[O:20])[cH:2][cH:3][cH:4][c:5]([NH2:23])[cH:6]1. Reactants: [Br-], C1CCOC1, CON(C)C(=O)c1cn(Cc2cccc(Br)n2)c2ccccc2c1=O, Cc1ccc(C)c([Mg+])c1. The product is Cc1ccc(C)c(C(=O)c2cn(Cc3cccc(Br)n3)c3ccccc3c2=O)c1. Reaction SMILES: [Br-:26].[CH2:36]1[O:37][CH2:38][CH2:39][CH2:40]1.[CH3:1][O:2][N:3]([C:4](=[O:5])[c:6]1[cH:7][n:8]([CH2:17][c:18]2[n:19][c:20]([Br:24])[cH:21][cH:22][cH:23]2)[c:9]2[cH:10][cH:11][cH:12][cH:13][c:14]2[c:15]1=[O:16])[CH3:25].[CH3:27][c:28]1[c:29]([Mg+:35])[cH:30][c:31]([CH3:34])[cH:32][cH:33]1>>[C:4](=[O:5])([c:6]1[cH:7][n:8]([CH2:17][c:18]2[n:19][c:20]([Br:24])[cH:21][cH:22][cH:23]2)[c:9]2[cH:10][cH:11][cH:12][cH:13][c:14]2[c:15]1=[O:16])[c:29]1[c:28]([CH3:27])[cH:33][cH:32][c:31]([CH3:34])[cH:30]1. Starting materials: C(C)OC(C1=C(C=C(C=C1)N1C=C(C2=CC=C(C=C12)O)C#N)OCOC)=O (4-(3-cyano-6-hydroxyindol-1-yl)-2-methoxymethoxybenzoic acid ethyl ester), C(C1=CC=CC=C1)OC(NCCBr)=O ((2-bromoethyl)carbamic acid benzyl ester), C([O-])([O-])=O.[K+].[K+] (potassium carbonate), O (water). Solvent: CN(C=O)C (N,N-dimethylformamide). Conditions: temperature 50 celsius, time 8 hour. The product is C(C)OC(C1=C(C=C(C=C1)N1C=C(C2=CC=C(C=C12)OCCNC(=O)OCC1=CC=CC=C1)C#N)OCOC)=O (4-[6-(2-Benzyloxycarbonylaminoethyloxy)-3-cyanoindol-1-yl]-2-methoxymethoxybenzoic acid ethyl ester). Yield: 72.9%. Reaction SMILES: [CH2:1]([O:3][C:4](=[O:27])[C:5]1[CH:10]=[CH:9][C:8]([N:11]2[C:19]3[C:14](=[CH:15][CH:16]=[C:17]([OH:20])[CH:18]=3)[C:13]([C:21]#[N:22])=[CH:12]2)=[CH:7][C:6]=1[O:23][CH2:24][O:25][CH3:26])[CH3:2].[CH2:28]([O:35][C:36](=[O:41])[NH:37][CH2:38][CH2:39]Br)[C:29]1[CH:34]=[CH:33][CH:32]=[CH:31][CH:30]=1.C(=O)([O-])[O-].[K+].[K+].O>CN(C)C=O>[CH2:1]([O:3][C:4](=[O:27])[C:5]1[CH:10]=[CH:9][C:8]([N:11]2[C:19]3[C:14](=[CH:15][CH:16]=[C:17]([O:20][CH2:39][CH2:38][NH:37][C:36]([O:35][CH2:28][C:29]4[CH:34]=[CH:33][CH:32]=[CH:31][CH:30]=4)=[O:41])[CH:18]=3)[C:13]([C:21]#[N:22])=[CH:12]2)=[CH:7][C:6]=1[O:23][CH2:24][O:25][CH3:26])[CH3:2] |f:2.3.4|. Procedure details: To a solution of 4-(3-cyano-6-hydroxyindol-1-yl)-2-methoxymethoxybenzoic acid ethyl ester (0.37 g) in N,N-dimethylformamide (10 mL) were added (2-bromoethyl)carbamic acid benzyl ester (0.39 g) and potassium carbonate (0.28 g), and this mixture was stirred at 50° C. overnight. This reaction mixture was poured into water, and the precipitated solid was collected by filtration. This solid was washed with methanol, and dried to give the title compound (0.40 g).